Dataset: the Open Reaction Database (ORD), a public repository of structured organic reaction records. Task: describe an organic reaction: reactants, conditions, products, and yield The reactants are ClC=1C=CC(=C(C1Cl)O)[N+](=O)[O-] (5,6-dichloro-2-nitrophenol), [Sn](Cl)Cl (tin (II) chloride), [OH-].[Na+] (NaOH). The solvent is C(C)O (ethanol). Reaction conditions: temperature 80 celsius, time 2 hour. Product: NC1=C(C(=C(C=C1)Cl)Cl)O (2-amino-5,6 dichlorophenol). The yield is 0.1%. RXN SMILES: [Cl:1][C:2]1[CH:3]=[CH:4][C:5]([N+:10]([O-])=O)=[C:6]([OH:9])[C:7]=1[Cl:8].[Sn](Cl)Cl.[OH-].[Na+]>C(O)C>[NH2:10][C:5]1[CH:4]=[CH:3][C:2]([Cl:1])=[C:7]([Cl:8])[C:6]=1[OH:9] |f:2.3|. Procedure details: A mixture of 5,6-dichloro-2-nitrophenol(1.8 g, 8.7 mmol) and tin (II) chloride (5.8 g, 26.1 mmol) in ethanol(50 mL) was heated at 80° C. under argon. After 2 hours, the starting material had disappeared and the solution was allowed to cool down and then poured into ice. The pH was made slightly basic (pH7-8), by addition of solid NaOH, before being extracted with ethyl acetate. The organic phase was washed with brine, dried over MgSO4 and filtered. The solvent was evaporated and chromatography o...